describe an organic reaction: reactants, conditions, products, and yield From a dataset of the Open Reaction Database (ORD), a public repository of structured organic reaction records. Starting materials: NC1=CC(=C(C(=N1)C=1OC=CC1)C#N)OS(=O)(=O)C(F)(F)F (trifluoromethanesulfonic acid 6-amino-3-cyano-2-furan-2-yl-pyridin-4-yl ester), C1(=CC=CC=C1)NCCN (N-phenylethylenediamine). Solvent: COCCOC (DME). Product: NC1=NC(=C(C#N)C(=C1)NCCNC1=CC=CC=C1)C=1OC=CC1 (6-Amino-2-furan-2-yl-4-(2-phenylamino-ethylamino)-nicotinonitrile). As a reaction SMILES: [NH2:1][C:2]1[N:7]=[C:6]([C:8]2[O:9][CH:10]=[CH:11][CH:12]=2)[C:5]([C:13]#[N:14])=[C:4](OS(C(F)(F)F)(=O)=O)[CH:3]=1.[C:23]1([NH:29][CH2:30][CH2:31][NH2:32])[CH:28]=[CH:27][CH:26]=[CH:25][CH:24]=1>COCCOC>[NH2:1][C:2]1[CH:3]=[C:4]([NH:32][CH2:31][CH2:30][NH:29][C:23]2[CH:28]=[CH:27][CH:26]=[CH:25][CH:24]=2)[C:5]([C:13]#[N:14])=[C:6]([C:8]2[O:9][CH:10]=[CH:11][CH:12]=2)[N:7]=1. Procedure: From trifluoromethanesulfonic acid 6-amino-3-cyano-2-furan-2-yl-pyridin-4-yl ester and N-phenylethylenediamine in DME. ES-MS m/e (%): 320 (M+H+, 100). The product is Cl.ClC1=C2C=C(NC(C2=CC=C1)=O)CCN1[C@H](CCC1)COC ((R)-5-chloro-3-[2-(2-methoxymethylpyrrolidin-1-yl)ethyl]-2H-isoquinolin-1-one hydrochloride). Isolated yield 43.4%. RXN SMILES: [CH3:1][O:2][CH2:3][C@H:4]1[CH2:8][CH2:7][CH2:6][N:5]1[CH2:9]CC(N(OC)C)=O.C([N:19]([CH2:30][CH3:31])[C:20](=[O:29])[C:21]1[CH:26]=[CH:25][CH:24]=[C:23]([Cl:27])[C:22]=1[CH3:28])C>>[ClH:27].[Cl:27][C:23]1[CH:24]=[CH:25][CH:26]=[C:21]2[C:22]=1[CH:28]=[C:30]([CH2:31][CH2:9][N:5]1[CH2:6][CH2:7][CH2:8][C@@H:4]1[CH2:3][O:2][CH3:1])[NH:19][C:20]2=[O:29] |f:2.3|. Procedure details: In the same manner as in Example 20b and using (R)-3-(2-methoxymethylpyrrolidin-1-yl)-N-methoxy-N-methylpropanamide (3.2 g) and N,N-diethyl-3-chloro-2-methylbenzamide (3.2 g), (R)-5-chloro-3-[2-(2-methoxymethylpyrrolidin-1-yl)ethyl]-2H-isoquinolin-1-one hydrochloride (1.1 g) was obtained. Starting materials: COC[C@@H]1N(CCC1)CCC(=O)N(C)OC ((R)-3-(2-methoxymethylpyrrolidin-1-yl)-N-methoxy-N-methylpropanamide), C(C)N(C(C1=C(C(=CC=C1)Cl)C)=O)CC (N,N-diethyl-3-chloro-2-methylbenzamide). The reactants are FC(C(=O)O)(F)F (trifluoroacetic acid), FC(S(=O)(=O)O)(F)F (trifluoromethanesulfonic acid), OCCN1CCN(CC1)C(=O)[C@H]1N(C[C@H](C1)SCC1=CC=C(C=C1)OC)C(=O)OCC1=CC=C(C=C1)[N+](=O)[O-] ((2S,4S)-2-[4-(2-hydroxyethyl)-1-piperazinylcarbonyl]-4-(4-methoxybenzylthio)-1-(4-nitrobenzyloxycarbonyl)pyrrolidine). The solvent is C1(=CC=CC=C1)OC (anisole). Run at time 1 hour. The product is OCCN1CCN(CC1)C(=O)[C@H]1N(C[C@H](C1)S)C(=O)OCC1=CC=C(C=C1)[N+](=O)[O-] ((2S,4S)-2-[4-(2-Hydroxyethyl)-1-piperazinylcarbonyl]-4-mercapto-1-(4-nitrobenzyloxycarbonyl)pyrrolidine). Isolated yield 168.1%. As a reaction SMILES: FC(F)(F)C(O)=O.FC(F)(F)S(O)(=O)=O.[OH:16][CH2:17][CH2:18][N:19]1[CH2:24][CH2:23][N:22]([C:25]([C@@H:27]2[CH2:31][C@H:30]([S:32]CC3C=CC(OC)=CC=3)[CH2:29][N:28]2[C:42]([O:44][CH2:45][C:46]2[CH:51]=[CH:50][C:49]([N+:52]([O-:54])=[O:53])=[CH:48][CH:47]=2)=[O:43])=[O:26])[CH2:21][CH2:20]1>C1(OC)C=CC=CC=1>[OH:16][CH2:17][CH2:18][N:19]1[CH2:20][CH2:21][N:22]([C:25]([C@@H:27]2[CH2:31][C@H:30]([SH:32])[CH2:29][N:28]2[C:42]([O:44][CH2:45][C:46]2[CH:47]=[CH:48][C:49]([N+:52]([O-:54])=[O:53])=[CH:50][CH:51]=2)=[O:43])=[O:26])[CH2:23][CH2:24]1. Procedure: 2.8 ml of trifluoroacetic acid and 91 μl of trifluoromethanesulfonic acid were added, whilst ice-cooling, to a solution of 288 mg of (2S,4S)-2-[4-(2-hydroxyethyl)-1-piperazinylcarbonyl]-4-(4-methoxybenzylthio)-1-(4-nitrobenzyloxycarbonyl)pyrrolidine in 580 μl of anisole, and the resulting mixture was stirred at room temperature for 1 hour. At the end of this time, the solvent was removed by distillation under reduced pressure, and the resulting residue was washed with diethyl ether by decantatio... The reactants are CC(C)CC(CC(=O)OC(C)(C)C)C(=O)NC1Cc2cn(c3ccccc23)CCCCCCNC1=O, O=C(O)C(F)(F)F. Product: CC(C)CC(CC(=O)O)C(=O)NC1Cc2cn(c3ccccc23)CCCCCCNC1=O. RXN SMILES: [C:1]([CH3:2])([CH3:3])([CH3:4])[O:5][C:6]([CH2:7][CH:8]([CH2:9][CH:10]([CH3:11])[CH3:12])[C:13]([NH:14][CH:15]1[C:16](=[O:34])[NH:17][CH2:18][CH2:19][CH2:20][CH2:21][CH2:22][CH2:23][n:24]2[c:25]3[cH:26][cH:27][cH:28][cH:29][c:30]3[c:31]([cH:33]2)[CH2:32]1)=[O:35])=[O:36].[F:37][C:38]([F:39])([F:40])[C:41]([OH:42])=[O:43]>>[O:5]=[C:6]([CH2:7][CH:8]([CH2:9][CH:10]([CH3:11])[CH3:12])[C:13]([NH:14][CH:15]1[C:16](=[O:34])[NH:17][CH2:18][CH2:19][CH2:20][CH2:21][CH2:22][CH2:23][n:24]2[c:25]3[cH:26][cH:27][cH:28][cH:29][c:30]3[c:31]([cH:33]2)[CH2:32]1)=[O:35])[OH:36]. The reactants are [Br-], C1CCOC1, CCOCC, C[Mg+], [Cl-], CC(=O)Cc1cccc(C(F)(F)F)c1, [NH4+]. The product is CC(C)(O)Cc1cccc(C(F)(F)F)c1. As a reaction SMILES: [Br-:1].[CH2:25]1[O:26][CH2:27][CH2:28][CH2:29]1.[CH3:20][CH2:21][O:22][CH2:23][CH3:24].[CH3:2][Mg+:3].[Cl-:18].[F:4][C:5]([c:6]1[cH:7][c:8]([CH2:12][C:13]([CH3:14])=[O:15])[cH:9][cH:10][cH:11]1)([F:16])[F:17].[NH4+:19]>>[CH3:2][C:13]([CH2:12][c:8]1[cH:7][c:6]([C:5]([F:4])([F:16])[F:17])[cH:11][cH:10][cH:9]1)([CH3:14])[OH:15]. Reactants: CC1(OCCO1)CCCC(=O)OC (Methyl 2-methyl-1,3-dioxolane-2-butanoate), ClC1=CC2=C(OC3=C(CN2C(=O)NN)C=CC=C3)C=C1 (8-chlorodibenz[b,f][1,4]oxazepine-10(11H)-carboxylic acid, hydrazide). Product: CC1(OCCO1)CCCC(=O)NNC(=O)N1C2=C(OC3=C(C1)C=CC=C3)C=CC(=C2)Cl (8-chlorodibenz[b,f][1,4]oxazepine-10(11H)-carboxylic acid, 2-[4-(2-methyl-1,3-dioxolan-2-yl)-1-oxobutyl]hydrazide), product. The yield is 53.0%. As a reaction SMILES: [CH3:1][C:2]1([CH2:7][CH2:8][CH2:9][C:10]([O:12]C)=O)[O:6][CH2:5][CH2:4][O:3]1.[Cl:14][C:15]1[CH:33]=[CH:32][C:18]2[O:19][C:20]3[CH:31]=[CH:30][CH:29]=[CH:28][C:21]=3[CH2:22][N:23]([C:24]([NH:26][NH2:27])=[O:25])[C:17]=2[CH:16]=1>>[CH3:1][C:2]1([CH2:7][CH2:8][CH2:9][C:10]([NH:27][NH:26][C:24]([N:23]2[CH2:22][C:21]3[CH:28]=[CH:29][CH:30]=[CH:31][C:20]=3[O:19][C:18]3[CH:32]=[CH:33][C:15]([Cl:14])=[CH:16][C:17]2=3)=[O:25])=[O:12])[O:3][CH2:4][CH2:5][O:6]1. Procedure details: 8-chlorodibenz[b,f][1,4]oxazepine-10(11H)-carboxylic acid, 2-[4-(2-methyl-1,3-dioxolan-2-yl)-1-oxobutyl]hydrazide (26) was prepared in the manner described above in Example 18 from methyl 2-methyl-1,3-dioxolane-2-butanoate (25), prepared as described above in Example 25, and 8-chlorodibenz[b,f][1,4]oxazepine-10(11H)-carboxylic acid, hydrazide (1), prepared in the manner described above in Example 1, on a 2 mmol scale to yield 0.47 g (53%) of product. The reactants are COC1=C(C=O)C=C(C(=C1)OC)C(=O)N1CCC2(CC1)C=1N(C3=C(O2)C=CC=C3)C=CC1 (2,4-Dimethoxy-5-(spiro[benzo[b]pyrrolo[1,2-d][1,4]oxazine-4,4′-piperidine]-1′-ylcarbonyl)benzaldehyde), CO (MeOH). Run at time 15 minute. Product: OCC=1C(=CC(=C(C1)C(=O)N1CCC2(CC1)C=1N(C3=C(O2)C=CC=C3)C=CC1)OC)OC ((5-(hydroxymethyl)-2,4-dimethoxyphenyl)(spiro[benzo[b]pyrrolo[1,2-d][1,4]oxazine-4,4′-piperidine]-1′-yl)methanone). Reaction SMILES: [CH3:1][O:2][C:3]1[CH:10]=[C:9]([O:11][CH3:12])[C:8]([C:13]([N:15]2[CH2:20][CH2:19][C:18]3([O:25][C:24]4[CH:26]=[CH:27][CH:28]=[CH:29][C:23]=4[N:22]4[CH:30]=[CH:31][CH:32]=[C:21]34)[CH2:17][CH2:16]2)=[O:14])=[CH:7][C:4]=1[CH:5]=[O:6].CO>>[OH:6][CH2:5][C:4]1[C:3]([O:2][CH3:1])=[CH:10][C:9]([O:11][CH3:12])=[C:8]([C:13]([N:15]2[CH2:16][CH2:17][C:18]3([O:25][C:24]4[CH:26]=[CH:27][CH:28]=[CH:29][C:23]=4[N:22]4[CH:30]=[CH:31][CH:32]=[C:21]34)[CH2:19][CH2:20]2)=[O:14])[CH:7]=1. Procedure details: 2,4-Dimethoxy-5-(spiro[benzo[b]pyrrolo[1,2-d][1,4]oxazine-4,4′-piperidine]-1′-ylcarbonyl)benzaldehyde (65 mg, 0.15 mmol) was suspended in MeOH (1 mL) NaBH4 (60 mg, 1.6 mmol) was added and the reaction mixture was allowed to stir for 15 minutes. The reaction mixture was filtered and was then purified by reverse phase preparative liquid chromatography utilizing a gradient of 20-99% methanol in water containing no modifier to give (5-(hydroxymethyl)-2,4-dimethoxyphenyl)(spiro[benzo[b]pyrrolo[1,2-d]...